Dataset: the Open Reaction Database (ORD), a public repository of structured organic reaction records. Task: describe an organic reaction: reactants, conditions, products, and yield Starting materials: [OH-].[Na+] (sodium hydroxide), Cl.C1(=CC=CC=C1)C1(CCC(C2CNCC12)=O)C1=CC=CC=C1 ((3aRS,7aRS)-7,7-diphenylperhydro-4-isoindolone hydrochloride), C([C@@H](O)C1=CC=CC=C1)(=O)O (L(+)-mandelic acid), O (water). Solvent: C(C)(=O)OCC (ethyl acetate), C(C)(=O)OCC (ethyl acetate). The product is C([C@@H](O)C1=CC=CC=C1)(=O)O.C1(=CC=CC=C1)C1(CCC([C@H]2CNC[C@@H]12)=O)C1=CC=CC=C1 ((3aR,7aR)-7,7-Diphenylperhydro-4-isoindolone L-mandelate). Isolated yield 29.6%. Reaction SMILES: [OH-].[Na+].Cl.[C:4]1([C:10]2([C:20]3[CH:25]=[CH:24][CH:23]=[CH:22][CH:21]=3)[CH:18]3[CH:14]([CH2:15][NH:16][CH2:17]3)[C:13](=[O:19])[CH2:12][CH2:11]2)[CH:9]=[CH:8][CH:7]=[CH:6][CH:5]=1.[C:26]([OH:36])(=[O:35])[C@H:27]([C:29]1[CH:34]=[CH:33][CH:32]=[CH:31][CH:30]=1)[OH:28].O>C(OCC)(=O)C>[C:26]([OH:36])(=[O:35])[C@H:27]([C:29]1[CH:34]=[CH:33][CH:32]=[CH:31][CH:30]=1)[OH:28].[C:20]1([C:10]2([C:4]3[CH:9]=[CH:8][CH:7]=[CH:6][CH:5]=3)[C@H:18]3[C@H:14]([CH2:15][NH:16][CH2:17]3)[C:13](=[O:19])[CH2:12][CH2:11]2)[CH:21]=[CH:22][CH:23]=[CH:24][CH:25]=1 |f:0.1,2.3,7.8|. Procedure details: 4N aqueous sodium hydroxide (500 cc) is added slowly and with stirring to a suspension of (3aRS,7aRS)-7,7-diphenylperhydro-4-isoindolone hydrochloride (200 g) in ethyl acetate (2000 cc); stirring is continued until the starting material has disappeared. The organic solution is washed with distilled water (250 cc) and with saturated aqueous sodium chloride solution (250 cc), dried over magnesium sulphate and filtered. To the solution thereby obtained, a solution of L(+)-mandelic acid (92.8 g) in ... Reactants: C(C)(C)(C)OC(=O)NCC1=CC(=C(N)C=C1)OCC(=O)OC(C)(C)C (4-tert-butoxycarbonylaminomethyl-2-tert-butoxycarbonylmethoxyaniline), BrC=1C=C2C=3N(C(C(NC3C1)=O)=O)[C@@H](CC2)CC(=O)O ((S)-9-bromo-5-carboxymethyl-6,7-dihydro-1H, 5H-pyrido[1,2,3-de]quinoxaline-2,3-dione). Yields the product BrC=1C=C2C=3N(C(C(NC3C1)=O)=O)[C@@H](CC2)CC(NC2=C(C=C(C=C2)CNC(=O)OC(C)(C)C)OCC(=O)OC(C)(C)C)=O ((S)-9-Bromo-5-[p-tert-butoxycarbonylaminomethyl-o-(tert-butoxycarbonylmethoxy) phenylcarbamoylmethyl]-6,7-dihydro-1H, 5H-pyrido[1,2,3-de]quinoxaline-2,3-dione). Isolated yield 80.8%. Reaction SMILES: [C:1]([O:5][C:6]([NH:8][CH2:9][C:10]1[CH:16]=[CH:15][C:13]([NH2:14])=[C:12]([O:17][CH2:18][C:19]([O:21][C:22]([CH3:25])([CH3:24])[CH3:23])=[O:20])[CH:11]=1)=[O:7])([CH3:4])([CH3:3])[CH3:2].[Br:26][C:27]1[CH:28]=[C:29]2[CH2:41][CH2:40][C@@H:39]([CH2:42][C:43](O)=[O:44])[N:31]3[C:32](=[O:38])[C:33](=[O:37])[NH:34][C:35]([CH:36]=1)=[C:30]23>>[Br:26][C:27]1[CH:28]=[C:29]2[CH2:41][CH2:40][C@@H:39]([CH2:42][C:43](=[O:44])[NH:14][C:13]3[CH:15]=[CH:16][C:10]([CH2:9][NH:8][C:6]([O:5][C:1]([CH3:4])([CH3:3])[CH3:2])=[O:7])=[CH:11][C:12]=3[O:17][CH2:18][C:19]([O:21][C:22]([CH3:25])([CH3:24])[CH3:23])=[O:20])[N:31]3[C:32](=[O:38])[C:33](=[O:37])[NH:34][C:35]([CH:36]=1)=[C:30]23. Reported procedure: A procedure similar to that described in Example 18-6) was performed with 4-tert-butoxycarbonylaminomethyl-2-tert-butoxycarbonylmethoxyaniline (990 mg, 2.61 mmol) and (S)-9-bromo-5-carboxymethyl-6,7-dihydro-1H, 5H-pyrido[1,2,3-de]quinoxaline-2,3-dione (1.06 g, 3.12 mmol) to give a total amount of 1.42 g of the title compound (81%).